This data is from the Open Reaction Database (ORD), a public repository of structured organic reaction records. The task is: describe an organic reaction: reactants, conditions, products, and yield The reactants are F[B-](F)(F)F.O=[N+]=O (nitronium tetrafluoroborate), N1=C(C=C(C=C1C)C)C (2,4,6-collidine), OCCCCNC(=O)[C@H]1NC(SC1)=O ((4R)-N-(4-hydroxybutyl)-2-oxothiazolidine-4-carboxamide). The product is [N+](=O)([O-])OCCCCNC(=O)[C@H]1NC(SC1)=O ((4R)-N-(4-Nitrooxybutyl)-2-oxothiazolidine-4-carboxamide). The yield is 20.9%. As a reaction SMILES: F[B-](F)(F)F.[O:6]=[N+:7]=[O:8].N1C(C)=CC(C)=CC=1C.[OH:18][CH2:19][CH2:20][CH2:21][CH2:22][NH:23][C:24]([C@@H:26]1[CH2:30][S:29][C:28](=[O:31])[NH:27]1)=[O:25]>>[N+:7]([O:18][CH2:19][CH2:20][CH2:21][CH2:22][NH:23][C:24]([C@@H:26]1[CH2:30][S:29][C:28](=[O:31])[NH:27]1)=[O:25])([O-:8])=[O:6] |f:0.1|. Procedure: Following a procedure similar to that described in Example 16(b), but using 195 mg of nitronium tetrafluoroborate, 157 mg of 2,4,6-collidine and 218 mg of (4R)-N-(4-hydroxybutyl)-2-oxothiazolidine-4-carboxamide [prepared as described in step (a) above], 55 mg of the title compound were obtained as colorless needles, melting at 68°-70° C. The reactants are C1CCOC1, CS(=O)(=O)c1ccc([N+](=O)[O-])cc1, CCO, [H][H]. The product is CS(=O)(=O)c1ccc(N)cc1. Reaction SMILES: [CH2:16]1[O:17][CH2:18][CH2:19][CH2:20]1.[CH3:1][S:2](=[O:3])(=[O:4])[c:5]1[cH:6][cH:7][c:8]([N+:11]([O-:12])=[O:13])[cH:9][cH:10]1.[CH3:21][CH2:22][OH:23].[H:14][H:15]>>[CH3:1][S:2](=[O:3])(=[O:4])[c:5]1[cH:6][cH:7][c:8]([NH2:11])[cH:9][cH:10]1. Starting materials: C(C=CC=CC)=O (hexa-2,4-dienal), C(C)(=O)[O-].[Na+] (sodium acetate), C(=O)(O)CN1C(SCC1=O)=S (3-carboxymethylrhodanine). The solvent is C(C)(=O)O (acetic acid). The product is C(=O)(O)CN1C(SC(C1=O)=CC=CC=CC)=S (3-carboxymethyl-5-(2,4-hexadienylidene)rhodanine). Yield: 72.5%. As a reaction SMILES: [C:1]([CH2:4][N:5]1[C:9](=[O:10])[CH2:8][S:7][C:6]1=[S:11])([OH:3])=[O:2].[CH:12](=O)[CH:13]=[CH:14][CH:15]=[CH:16][CH3:17].C([O-])(=O)C.[Na+]>C(O)(=O)C>[C:1]([CH2:4][N:5]1[C:9](=[O:10])[C:8](=[CH:12][CH:13]=[CH:14][CH:15]=[CH:16][CH3:17])[S:7][C:6]1=[S:11])([OH:3])=[O:2] |f:2.3|. Procedure details: 4 Grams (0.021 mole) of 3-carboxymethylrhodanine was dissolved into 30 ml of acetic acid. To the solution were added 2 g (0.021 mole) of hexa-2,4-dienal and 3.8 g (0.046 mole) of sodium acetate, and the resultant was stirred under mild reflux for 5 hours. The obtained black reaction mixture was concentrated to about one-half its initial volume under reduced pressure. The residual mixture was poured into water to form precipitate. The precipitate was extracted with ethyl acetate and the extract w... Reactants: O=C1CCC(=O)N1Br, ClC(Cl)(Cl)Cl, Cc1csc2ccc(Cl)cc12, [Na+], [Na+], O=C([O-])[O-]. The product is O=Cc1csc2ccc(Cl)cc12. RXN SMILES: [Br:12][N:13]1[C:14](=[O:16])[CH2:17][CH2:18][C:19]1=[O:15].[C:26]([Cl:27])([Cl:28])([Cl:29])[Cl:30].[Cl:1][c:2]1[cH:3][cH:4][c:5]2[c:6]([c:7]([CH3:10])[cH:8][s:9]2)[cH:11]1.[Na+:20].[Na+:21].[O-:22][C:23](=[O:24])[O-:25]>>[Cl:1][c:2]1[cH:3][cH:4][c:5]2[c:6]([c:7]([CH:10]=[O:15])[cH:8][s:9]2)[cH:11]1. Starting materials: OC1=C(C=CC=C1[N+](=O)[O-])NC(=NC#N)NC1=C(C=CC=C1)Cl (N-(2-Hydroxy-3-nitrophenyl)-N′-(2-chlorophenyl)-N″-cyanoguanidine), [Na] (sodium), ClC1=C(C=CC=C1)NC(=S)NC#N (N-(2-chlorophenyl)-N′-cyanothiourea), OC1=C(N)C=CC=C1[N+](=O)[O-] (2-hydroxy-3-nitro-aniline), CCN=C=NCCCN(C)C.Cl (EDC hydrochloride). Run in CN(C)C=O (DMF), CC(=O)C.C(Cl)(Cl)Cl (acetone CHCl3). Run at time 4 day. The product is OC1=C(C=CC(=C1)[N+](=O)[O-])NC(=NC#N)NC1=C(C=CC=C1)Cl (N-(2-Hydroxy-4-nitrophenyl)-N′-(2-chlorophenyl)-N″-cyanoguanidine). RXN SMILES: [OH:1][C:2]1[C:7]([N+]([O-])=O)=[CH:6][CH:5]=[CH:4][C:3]=1[NH:11][C:12]([NH:16][C:17]1[CH:22]=[CH:21][CH:20]=[CH:19][C:18]=1[Cl:23])=[N:13][C:14]#[N:15].[Na].ClC1C=CC=CC=1NC(NC#N)=S.OC1C([N+:46]([O-:48])=[O:47])=CC=CC=1N.CCN=C=NCCCN(C)C.Cl>CN(C=O)C.CC(C)=O.C(Cl)(Cl)Cl>[OH:1][C:2]1[CH:7]=[C:6]([N+:46]([O-:48])=[O:47])[CH:5]=[CH:4][C:3]=1[NH:11][C:12]([NH:16][C:17]1[CH:22]=[CH:21][CH:20]=[CH:19][C:18]=1[Cl:23])=[N:13][C:14]#[N:15] |f:4.5,7.8,^1:23|. Procedure details: Sodium (1.64 g, 71.3 mmol) was dissolved in ethanol until all gas evolution had ceased. Then cyanamide (1.685 g, 40 mmol) was added. The reaction mixture was stirred for 15 min, 2-chlorophenylisothiocyanate (7.21 g, 42.66) was added and the mixture kept at reflux for 6 hr. The reaction was cooled and diluted with methylene chloride. A white solid precipitated which was filtered and dried to give the sodium salt of N-(2-chlorophenyl)-N″-cyanothiourea. ( 8.26 g, 87.5%). MS(ES+) m/e 210,212 [M+H]+b... The reagents and catalysts are [C].[Pd] (palladium-carbon). Reactants: O1CCCC1 (tetrahydrofuran), O1CCSC=C1C(C(=O)NC1[C@@H]2N(C(=C(CS2)Cl)C(=O)OCC2=CC=C(C=C2)[N+](=O)[O-])C1=O)=NOCCC (4-Nitrobenzyl 7-[2-(2,3-dihydro-1,4-oxathiin-6-yl)-2-n-propoxyiminoacetamido]-3-chloro-3-cephem-4-carboxylate), C(C)(=O)O (acetic acid), O (water). Procedure details: 4-Nitrobenzyl 7-[2-(2,3-dihydro-1,4-oxathiin-6-yl)-2-n-propoxyiminoacetamido]-3-chloro-3-cephem-4-carboxylate (syn isomer, 7.0 g.), acetic acid (2 ml.), water (10 ml.), 10% palladium-carbon (3.5 g.). tetrahydrofuran (100 ml.) and methanol (100 ml.) were treated in a similar manner to that of Example 19-(2). The obtained crystals were recrystallized from methylene chloride (20 ml.) to give 7-[2-(2,3-dihydro-1,4-oxathiin-6-yl)-2-n-propoxyiminoacetamido]-3-chloro-3-cephem-4-carboxylic acid (syn iso... The yield is 43.0%. As a reaction SMILES: [O:1]1[C:6]([C:7](=[N:34][O:35][CH2:36][CH2:37][CH3:38])[C:8]([NH:10][CH:11]2[C:32](=[O:33])[N:13]3[C:14]([C:19]([O:21]CC4C=CC([N+]([O-])=O)=CC=4)=[O:20])=[C:15]([Cl:18])[CH2:16][S:17][C@H:12]23)=[O:9])=[CH:5][S:4][CH2:3][CH2:2]1.C(O)(=O)C.O.O1CCCC1>[C].[Pd].CO>[O:1]1[C:6]([C:7](=[N:34][O:35][CH2:36][CH2:37][CH3:38])[C:8]([NH:10][CH:11]2[C:32](=[O:33])[N:13]3[C:14]([C:19]([OH:21])=[O:20])=[C:15]([Cl:18])[CH2:16][S:17][C@H:12]23)=[O:9])=[CH:5][S:4][CH2:3][CH2:2]1 |f:4.5|. The product is O1CCSC=C1C(C(=O)NC1[C@@H]2N(C(=C(CS2)Cl)C(=O)O)C1=O)=NOCCC (7-[2-(2,3-dihydro-1,4-oxathiin-6-yl)-2-n-propoxyiminoacetamido]-3-chloro-3-cephem-4-carboxylic acid). The solvent is CO (methanol). Starting materials: FC(C(F)F)(OC1=CC=C(C=NO)C=C1)F (p-(1,1,2,2-tetrafluoroethoxy)benzaldehyde oxime), 1-amino-3-p{[p-(1,1,2,2-tetrafluoroethoxy)benzylidene]amino}guanidine hydrochloride, Cl.NNC(=N)NN=CC1=CC=C(C=C1)Cl (1-amino-3-(p-chlorobenzylideneamino)guanidine hydrochloride). The product is α,α,α-trifluoro-p-anilaldehyde oxime, ClC1=CC=C(C=NO)C=C1 (p-chlorbenzaldehyde oxime). Reaction SMILES: Cl.NNC(N[N:7]=[CH:8][C:9]1[CH:14]=[CH:13][C:12]([Cl:15])=[CH:11][CH:10]=1)=N.FC(F)([O:21]C1C=CC(C=NO)=CC=1)C(F)F>>[Cl:15][C:12]1[CH:13]=[CH:14][C:9]([CH:8]=[N:7][OH:21])=[CH:10][CH:11]=1 |f:0.1|. Procedure details: Using a similar procedure, 1-amino-3-p{[p-(1,1,2,2-tetrafluoroethoxy)benzylidene]amino}guanidine hydrochloride (white solid, mp 205°-212° C.); 1-amino-3-{p-(trifluoroethoxy)benzylidene]amino}guanidine hydrochloride (white powder; mp 235°-238° C.); and 1-amino-3-(p-chlorobenzylideneamino)guanidine hydrochloride may be prepared. The second products of the reactions, p-(1,1,2,2-tetrafluoroethoxy)benzaldehyde oxime (pinkish white solid, mp 47°-53.5° C.); α,α,α-trifluoro-p-anilaldehyde oxime (off-whi...